Dataset: the Open Reaction Database (ORD), a public repository of structured organic reaction records. Task: describe an organic reaction: reactants, conditions, products, and yield Starting materials: CO, Cl, [H][H], C1COCCO1, CC(C)(C)OC(=O)NC1CN(C(c2ccccc2)c2ccccc2)C1. RXN SMILES: [CH3:35][OH:36].[ClH:26].[H:33][H:34].[O:27]1[CH2:28][CH2:29][O:30][CH2:31][CH2:32]1.[c:1]1([CH:2]([c:3]2[cH:4][cH:5][cH:6][cH:7][cH:20]2)[N:8]2[CH2:9][CH:10]([NH:12][C:13]([O:14][C:15]([CH3:16])([CH3:17])[CH3:18])=[O:19])[CH2:11]2)[cH:21][cH:22][cH:23][cH:24][cH:25]1>>[NH:8]1[CH2:9][CH:10]([NH:12][C:13]([O:14][C:15]([CH3:16])([CH3:17])[CH3:18])=[O:19])[CH2:11]1. The product is CC(C)(C)OC(=O)NC1CNC1. Starting materials: O1CC1COC=1SC=CN1 (1,2-epoxy-3-(thiazol-2-oxy)-propane), N1CCOCC1 (morpholine), O1CC1COC=1SC=CN1 (1,2-epoxy-3-(thiazol-2-oxy)-propane). The solvent is C(C)O (ethanol). The product is crude residue, O1CCN(CC1)N1C(SC=C1)OCC(C)O (N-morpholino-3-(thiazol-2-oxy)-2-propanol). Reaction SMILES: [NH:1]1[CH2:6][CH2:5][O:4][CH2:3][CH2:2]1.[O:7]1[CH:9]([CH2:10][O:11][C:12]2[S:13][CH:14]=[CH:15][N:16]=2)[CH2:8]1>C(O)C>[O:4]1[CH2:5][CH2:6][N:1]([N:16]2[CH:15]=[CH:14][S:13][CH:12]2[O:11][CH2:10][CH:9]([OH:7])[CH3:8])[CH2:2][CH2:3]1. Procedure: This example illustrates further methods according to the invention of preparing the compounds of formula I of the invention. In this example 1 g. of morpholine is added to a solution of 0.3 g. of 1,2-epoxy-3-(thiazol-2-oxy)-propane in 20 ml. of anhydrous absolute ethanol at 20°C. The resulting mixture is monitored by thin-layer chromatographic analysis and allowed to stand until conversion of 1,2-epoxy-3-(thiazol-2-oxy)-propane is essentially complete. The mixture is then evaporated to dryness ... Reaction SMILES: [ClH:1].Cl.[CH2:3]([O:10][C:11]1[CH:16]=[CH:15][C:14]([C:17]2[CH:18]=[C:19]([O:27][CH2:28][C@@H:29]3[CH2:33][NH:32][CH2:31][C@H:30]3[CH2:34][OH:35])[N:20]=[N:21][C:22]=2[CH2:23][CH2:24][CH2:25][CH3:26])=[CH:13][CH:12]=1)[C:4]1[CH:9]=[CH:8][CH:7]=[CH:6][CH:5]=1.C=O.O.[C:39](O[BH-](OC(=O)C)OC(=O)C)(=O)C.[Na+].C([O-])(O)=O.[Na+].Cl>ClCCl.C(O)(=O)C.O.C(OCC)(=O)C.CCOCC>[ClH:1].[ClH:1].[CH2:3]([O:10][C:11]1[CH:12]=[CH:13][C:14]([C:17]2[CH:18]=[C:19]([O:27][CH2:28][C@@H:29]3[CH2:33][N:32]([CH3:39])[CH2:31][C@H:30]3[CH2:34][OH:35])[N:20]=[N:21][C:22]=2[CH2:23][CH2:24][CH2:25][CH3:26])=[CH:15][CH:16]=1)[C:4]1[CH:9]=[CH:8][CH:7]=[CH:6][CH:5]=1 |f:0.1.2,5.6,7.8,12.13,15.16.17|. Conditions: time 0.5 hour. Product: Cl.Cl.C(C1=CC=CC=C1)OC1=CC=C(C=C1)C=1C=C(N=NC1CCCC)OC[C@H]1[C@@H](CN(C1)C)CO ((±)-trans-{4-[5-(4-Benzyloxy-phenyl)-6-butyl-pyridazin-3-yloxymethyl]-1-methyl-pyrrolidin-3-yl}-methanol dihydrochloride). Procedure: To a solution of (±)-trans-{4-[5-(4-benzyloxy-phenyl)-6-butyl-pyridazin-3-yloxymethyl]-pyrrolidin-3-yl}-methanol dihydrochloride (0.2 mmol, 104 mg) in dichloromethane (2.0 mL) was added formaldehyde solution in water (37%, 2.0 mmol, 0.2 mL), and 1 drop of acetic acid. Then sodium triacetoxyborohydride (2.0 mmol, 424 mg) was added. The mixture was stirred at room temperature for 0.5 hour then condensed, diluted with water/ethyl acetate, and neutralized with NaHCO3 powder. The solvent was removed ... The yield is 164.6%. Run in O.C(C)(=O)OCC (water ethyl acetate), C(Cl)Cl (DCM), ClCCl (dichloromethane), CCOCC (ether). Reactants: C(C)(=O)O[BH-](OC(C)=O)OC(C)=O.[Na+] (sodium triacetoxyborohydride), C(=O)(O)[O-].[Na+] (NaHCO3), Cl.Cl.C(C1=CC=CC=C1)OC1=CC=C(C=C1)C=1C=C(N=NC1CCCC)OC[C@H]1[C@@H](CNC1)CO ((±)-trans-{4-[5-(4-benzyloxy-phenyl)-6-butyl-pyridazin-3-yloxymethyl]-pyrrolidin-3-yl}-methanol dihydrochloride), C=O (formaldehyde), O (water), Cl (HCl). Reagents/catalysts: C(C)(=O)O (acetic acid). The reactants are O=C([O-])[O-], C1COCCO1, CB1OB(C)OB(C)O1, CC(c1cc(Cl)nnc1Cl)N1C(=O)c2ccccc2C1=O, [K+], [K+], O. Product: Cc1cc(C(C)N2C(=O)c3ccccc3C2=O)c(Cl)nn1. As a reaction SMILES: [C:31](=[O:32])([O-:33])[O-:34].[CH2:38]1[O:39][CH2:40][CH2:41][O:42][CH2:43]1.[CH3:22][B:23]1[O:24][B:25]([CH3:26])[O:27][B:28]([CH3:29])[O:30]1.[Cl:1][c:2]1[n:3][n:4][c:5]([Cl:21])[cH:6][c:7]1[CH:8]([CH3:9])[N:10]1[C:11](=[O:20])[c:12]2[cH:13][cH:14][cH:15][cH:16][c:17]2[C:18]1=[O:19].[K+:35].[K+:36].[OH2:37]>>[Cl:1][c:2]1[n:3][n:4][c:5]([CH3:22])[cH:6][c:7]1[CH:8]([CH3:9])[N:10]1[C:11](=[O:20])[c:12]2[cH:13][cH:14][cH:15][cH:16][c:17]2[C:18]1=[O:19]. Starting materials: C(C1=CC=CC=C1)OC(=O)NC1(CCN(CC1)C(=O)OC(C)(C)C)CO (tert-butyl 4-(((benzyloxy)carbonyl)amino)-4-(hydroxymethyl)piperidine-1-carboxylate). The reagents and catalysts are [OH-].[Pd+2].[OH-].[C] (palladium hydroxide carbon). Run in C(C)O (ethanol). Reaction conditions: temperature 40 celsius, time 3 hour. Product: NC1(CCN(CC1)C(=O)OC(C)(C)C)CO (tert-butyl 4-amino-4-(hydroxymethyl)piperidine-1-carboxylate). RXN SMILES: C(OC([NH:11][C:12]1([CH2:25][OH:26])[CH2:17][CH2:16][N:15]([C:18]([O:20][C:21]([CH3:24])([CH3:23])[CH3:22])=[O:19])[CH2:14][CH2:13]1)=O)C1C=CC=CC=1>[OH-].[Pd+2].[OH-].[C].C(O)C>[NH2:11][C:12]1([CH2:25][OH:26])[CH2:17][CH2:16][N:15]([C:18]([O:20][C:21]([CH3:22])([CH3:23])[CH3:24])=[O:19])[CH2:14][CH2:13]1 |f:1.2.3.4|. Procedure details: To 10 mL of an ethanol solution containing 0.55 g of tert-butyl 4-(((benzyloxy)carbonyl)amino)-4-(hydroxymethyl)piperidine-1-carboxylate, 0.10 g of 20% palladium hydroxide-carbon was added at room temperature, and the mixture was stirred at 40° C. for 3 hours under a hydrogen atmosphere. The insoluble material filtered off, and the filtration residue thus obtained was washed 3 times with chloroform. The filtrate and the washing solution were combined, and the solvent was removed under reduced pr... The reactants are FC(C(=NC1=CC=C(C=C1)OC)Cl)(F)F (2,2,2-trifluoro-N-(4-methoxyphenyl)acetimidoyl chloride), C(C#C)(=O)OC (methyl propiolate), P(=O)([O-])([O-])[O-].[K+].[K+].[K+] (potassium phosphate), [I-].[K+] (potassium iodide), halogenated hydrocarbon. The reagents and catalysts are [Cu]I (copper (I) iodide). As a reaction SMILES: [F:1][C:2]([F:15])([F:14])[C:3](Cl)=[N:4][C:5]1[CH:10]=[CH:9][C:8]([O:11][CH3:12])=[CH:7][CH:6]=1.[C:16]([O:20][CH3:21])(=[O:19])[C:17]#[CH:18].P([O-])([O-])([O-])=O.[K+].[K+].[K+].[I-].[K+]>C(#N)C.[Cu]I.O>[F:1][C:2]([F:15])([F:14])[C:3](=[N:4][C:5]1[CH:10]=[CH:9][C:8]([O:11][CH3:12])=[CH:7][CH:6]=1)[C:18]#[C:17][C:16]([O:20][CH3:21])=[O:19] |f:2.3.4.5,6.7|. Reaction conditions: temperature 60 celsius. The product is FC(C(C#CC(=O)OC)=NC1=CC=C(C=C1)OC)(F)F (methyl 5,5,5-trifluoro-4-((4-methoxyphenyl)imino)pent-2-ynoate). Reported procedure: In a typical reaction, 2,2,2-trifluoro-N-(4-methoxyphenyl)acetimidoyl chloride and a slight excess of methyl propiolate are mixed with about 0.3 equivalents of copper (I) iodide and slight excesses of potassium phosphate and potassium iodide in anhydrous acetonitrile. The mixture is heated at about 60° C. under a nitrogen atmosphere until the reaction is complete. After cooling, an extraction solvent like a halogenated hydrocarbon is added to the mixture along with water. The organic layer is re... The solvent is C(C)#N (acetonitrile), O (water). Starting materials: OCc1cc(Br)cc(-c2ccc(F)cc2)c1, O=C1CCC(=O)N1Br, CCOC(C)=O, C1CCOC1, c1ccc(P(c2ccccc2)c2ccccc2)cc1. Product: Fc1ccc(-c2cc(Br)cc(CBr)c2)cc1. Reaction SMILES: [Br:1][c:2]1[cH:3][c:4]([CH2:15][OH:16])[cH:5][c:6](-[c:8]2[cH:9][cH:10][c:11]([F:14])[cH:12][cH:13]2)[cH:7]1.[Br:36][N:37]1[C:38](=[O:39])[CH2:40][CH2:41][C:42]1=[O:43].[CH3:49][CH2:50][O:51][C:52](=[O:53])[CH3:54].[O:44]1[CH2:45][CH2:46][CH2:47][CH2:48]1.[c:17]1([P:18]([c:19]2[cH:20][cH:21][cH:22][cH:23][cH:24]2)[c:25]2[cH:26][cH:27][cH:28][cH:29][cH:30]2)[cH:31][cH:32][cH:33][cH:34][cH:35]1>>[Br:1][c:2]1[cH:3][c:4]([CH2:15][Br:36])[cH:5][c:6](-[c:8]2[cH:9][cH:10][c:11]([F:14])[cH:12][cH:13]2)[cH:7]1.